This data is from the Open Reaction Database (ORD), a public repository of structured organic reaction records. The task is: describe an organic reaction: reactants, conditions, products, and yield The reagents and catalysts are [Pd] (palladium on carbon). The solvent is C(C)(=O)O (acetic acid). Reported procedure: Reduction of 2'-(2-pyridylmethyl)-p-anisanilide (4.65 g., 0.0146 mole) according to the procedure of Walker, J. Org. Chem., 27, 2966 (1962), in 150 ml. of acetic acid with 2.35 g. of 10% palladium on carbon catalyst affords 2'-(2-piperidylmethyl)-p-anisanilide, m.p. 108°-109° C. (corr.), from benzene-hexane. Reactants: N1=C(C=CC=C1)CC1=C(NC(C2=CC=C(C=C2)OC)=O)C=CC=C1 (2'-(2-pyridylmethyl)-p-anisanilide). Product: N1C(CCCC1)CC1=C(NC(C2=CC=C(C=C2)OC)=O)C=CC=C1 (2'-(2-piperidylmethyl)-p-anisanilide). Reaction SMILES: [N:1]1[CH:6]=[CH:5][CH:4]=[CH:3][C:2]=1[CH2:7][C:8]1[CH:24]=[CH:23][CH:22]=[CH:21][C:9]=1[NH:10][C:11](=[O:20])[C:12]1[CH:17]=[CH:16][C:15]([O:18][CH3:19])=[CH:14][CH:13]=1>[Pd].C(O)(=O)C>[NH:1]1[CH2:6][CH2:5][CH2:4][CH2:3][CH:2]1[CH2:7][C:8]1[CH:24]=[CH:23][CH:22]=[CH:21][C:9]=1[NH:10][C:11](=[O:20])[C:12]1[CH:17]=[CH:16][C:15]([O:18][CH3:19])=[CH:14][CH:13]=1. The reactants are C(CCCC)N (n-pentylamine), ClC=1C2=C(N=CN1)C(=NN2)C (7-chloro-3-methylpyrazolo[4,3-d]pyrimidine). Run in O (water). The product is CC1=NNC2=C1N=CN=C2NCCCCC (3-Methyl-7-n-Pentylaminopyrazolo [4,3-d]Pyrimidine). As a reaction SMILES: [CH2:1]([NH2:6])[CH2:2][CH2:3][CH2:4][CH3:5].Cl[C:8]1[C:9]2[NH:16][N:15]=[C:14]([CH3:17])[C:10]=2[N:11]=[CH:12][N:13]=1>O>[CH3:17][C:14]1[C:10]2[N:11]=[CH:12][N:13]=[C:8]([NH:6][CH2:1][CH2:2][CH2:3][CH2:4][CH3:5])[C:9]=2[NH:16][N:15]=1. Procedure: When n-pentylamine (7 g) was added to 7-chloro-3-methylpyrazolo[4,3-d]pyrimidine (6.13 g, 36 mmol), an exothermic reaction took place and the mixture heated itself to boiling. The cooled reaction mixture was triturarted with water (100 ml). The crude product crystallized and was filtered, washed with water and air-dried to give a quantitative crude yield of slightly yellow crystals. Recrystallization from ether and treatment with charcoal afforded the product, yield 5.0 g (63%), m.p. 157.5°-158.... Reactants: C1(=CC=CC=C1)COC1=C(C=C(C=O)C=C1)[N+](=O)[O-] (4-phenylmethoxy-3-nitrobenzaldehyde), CCCCCC (hexane), C1(=CC=CC=C1)[Li] (phenyllithium), C1CCCCC1.CCOCC (cyclohexane Et2O). The reagents and catalysts are [Br-].C(C)[P+](C1=CC=CC=C1)(C1=CC=CC=C1)C1=CC=CC=C1 ((ethyl)triphenylphosphonium bromide). Run in C1CCOC1 (THF), C1CCOC1 (THF). Run at temperature -78 celsius, time 8 hour. The product is C1(=CC=CC=C1)COC1=C(C=C(C=C1)C=CC)[N+](=O)[O-] (1-[4-Phenylmethoxy-3-nitrophenyl]propene). Reaction SMILES: [C:1]1([Li])C=CC=C[CH:2]=1.C1CCCCC1.CCOCC.[C:19]1([CH2:25][O:26][C:27]2[CH:34]=[CH:33][C:30]([CH:31]=O)=[CH:29][C:28]=2[N+:35]([O-:37])=[O:36])[CH:24]=[CH:23][CH:22]=[CH:21][CH:20]=1.CCCCCC>[Br-].C([P+](C1C=CC=CC=1)(C1C=CC=CC=1)C1C=CC=CC=1)C.C1COCC1>[C:19]1([CH2:25][O:26][C:27]2[CH:34]=[CH:33][C:30]([CH:31]=[CH:1][CH3:2])=[CH:29][C:28]=2[N+:35]([O-:37])=[O:36])[CH:24]=[CH:23][CH:22]=[CH:21][CH:20]=1 |f:1.2,5.6|. Procedure: To a stirred suspension of (ethyl)triphenylphosphonium bromide (63.3 g, 170.5 mmol) in 270 mL of dry THF under Ar at 20° C., was added 91 mL of 1.8M phenyllithium in 70% cyclohexane/Et2O solution (163 mmol). After 30 minutes the reaction was cooled to -78° C., and a solution of 4-phenylmethoxy-3-nitrobenzaldehyde (38.96 g, 151.6 mmol) in 138 mL of THF was added by cannula over 25 minutes. The reaction was maintained at -78° C. for 60 minutes and stirred at 20° C. overnight prior to addition of 4... Starting materials: C1(=CC=CC=C1)C(C(=O)N=C=O)(C)C1=CC=CC=C1 (2,2-diphenylpropionyl isocyanate), C(C=C)O (prop-2-en-1-ol). Yields the product C(C=C)OC(NC(C(C)(C1=CC=CC=C1)C1=CC=CC=C1)=O)=O ((2,2-Diphenyl-propionyl)-carbamic acid allyl ester). Reaction SMILES: [C:1]1([C:7]([C:14]2[CH:19]=[CH:18][CH:17]=[CH:16][CH:15]=2)([CH3:13])[C:8]([N:10]=[C:11]=[O:12])=[O:9])[CH:6]=[CH:5][CH:4]=[CH:3][CH:2]=1.[CH2:20]([OH:23])[CH:21]=[CH2:22]>>[CH2:20]([O:23][C:11](=[O:12])[NH:10][C:8](=[O:9])[C:7]([C:1]1[CH:2]=[CH:3][CH:4]=[CH:5][CH:6]=1)([C:14]1[CH:19]=[CH:18][CH:17]=[CH:16][CH:15]=1)[CH3:13])[CH:21]=[CH2:22]. Procedure details: The title compound, white solid, m.p.=89° C. and MS: m/e=309.4 (M+H+) was prepared in accordance with the general method of example 1 from 2,2-diphenylpropionyl isocyanate and prop-2-en-1-ol.